describe an organic reaction: reactants, conditions, products, and yield From a dataset of the Open Reaction Database (ORD), a public repository of structured organic reaction records. The reactants are CN(C1=CC=C(C(=O)NC2=CC=C(N)C=C2)C=C1)C (4-(4-dimethylaminobenzamido)aniline), CN(C1=CC=C(C=C1)C=1NC2=C(N1)C=CC(=C2)C(=O)[O-])C (2-(4-dimethylaminophenyl)benzimidazole-5-carboxylate). Yields the product CN(C1=CC=C(C(=O)NC2=CC=C(C=C2)NC(=O)C2=CC3=C(NC(=N3)C3=CC=C(C=C3)N(C)C)C=C2)C=C1)C (N-(4-(4-Dimethylaminobenzamido)phenyl)-2-(4-dimethylaminophenyl)-1H-benzimidazole-5-carboxamide). As a reaction SMILES: [CH3:1][N:2]([CH3:19])[C:3]1[CH:18]=[CH:17][C:6]([C:7]([NH:9][C:10]2[CH:16]=[CH:15][C:13]([NH2:14])=[CH:12][CH:11]=2)=[O:8])=[CH:5][CH:4]=1.[CH3:20][N:21]([CH3:40])[C:22]1[CH:27]=[CH:26][C:25]([C:28]2[NH:29][C:30]3[CH:36]=[C:35]([C:37]([O-])=[O:38])[CH:34]=[CH:33][C:31]=3[N:32]=2)=[CH:24][CH:23]=1>>[CH3:1][N:2]([CH3:19])[C:3]1[CH:4]=[CH:5][C:6]([C:7]([NH:9][C:10]2[CH:16]=[CH:15][C:13]([NH:14][C:37]([C:35]3[CH:34]=[CH:33][C:31]4[NH:32][C:28]([C:25]5[CH:24]=[CH:23][C:22]([N:21]([CH3:40])[CH3:20])=[CH:27][CH:26]=5)=[N:29][C:30]=4[CH:36]=3)=[O:38])=[CH:12][CH:11]=2)=[O:8])=[CH:17][CH:18]=1. Procedure: Compound 443 was prepared from 4-(4-dimethylaminobenzamido)aniline and 2-(4-dimethylaminophenyl)benzimidazole-5-carboxylate by standard conditions. [M+H]+ calcd for C31H30N6O2: 519.24; found: 519.04. Reactants: CC(C)C[Al+]CC(C)C, C1CCOC1, CCOC(C)=O, COC(=O)C=Cc1ccc2c(c1)sc1ncnc(Nc3ccc(OCc4cccc(F)c4)c(Cl)c3)c12, [H-]. The product is OCC=Cc1ccc2c(c1)sc1ncnc(Nc3ccc(OCc4cccc(F)c4)c(Cl)c3)c12. As a reaction SMILES: [CH2:38]([Al+:39][CH2:40][CH:41]([CH3:42])[CH3:43])[CH:44]([CH3:45])[CH3:46].[CH2:53]1[O:54][CH2:55][CH2:56][CH2:57]1.[CH3:47][CH2:48][O:49][C:50]([CH3:51])=[O:52].[Cl:1][c:2]1[cH:3][c:4]([NH:17][c:18]2[c:19]3[c:20]([n:21][cH:22][n:23]2)[s:24][c:25]2[c:26]3[cH:27][cH:28][c:29]([CH:31]=[CH:32][C:33](=[O:34])[O:35][CH3:36])[cH:30]2)[cH:5][cH:6][c:7]1[O:8][CH2:9][c:10]1[cH:11][c:12]([F:16])[cH:13][cH:14][cH:15]1.[H-:37]>>[Cl:1][c:2]1[cH:3][c:4]([NH:17][c:18]2[c:19]3[c:20]([n:21][cH:22][n:23]2)[s:24][c:25]2[c:26]3[cH:27][cH:28][c:29]([CH:31]=[CH:32][CH2:33][OH:34])[cH:30]2)[cH:5][cH:6][c:7]1[O:8][CH2:9][c:10]1[cH:11][c:12]([F:16])[cH:13][cH:14][cH:15]1. The product is Clc1nc(N2CCOCC2)c2sc(CN3CCN4CCCC4C3)cc2n1. As a reaction SMILES: [Br:1][CH2:2][c:3]1[cH:4][c:5]2[n:6][c:7]([Cl:18])[n:8][c:9]([N:12]3[CH2:13][CH2:14][O:15][CH2:16][CH2:17]3)[c:10]2[s:11]1.[C:28](=[O:29])([O-:30])[O-:31].[CH2:19]1[CH:20]2[N:21]([CH2:22][CH2:23][NH:24]1)[CH2:25][CH2:26][CH2:27]2.[K+:32].[K+:33].[O:34]=[CH:35][N:36]([CH3:37])[CH3:38]>>[CH2:2]([c:3]1[cH:4][c:5]2[n:6][c:7]([Cl:18])[n:8][c:9]([N:12]3[CH2:13][CH2:14][O:15][CH2:16][CH2:17]3)[c:10]2[s:11]1)[N:24]1[CH2:19][CH:20]2[N:21]([CH2:22][CH2:23]1)[CH2:25][CH2:26][CH2:27]2. Starting materials: Clc1nc(N2CCOCC2)c2sc(CBr)cc2n1, O=C([O-])[O-], C1CC2CNCCN2C1, [K+], [K+], CN(C)C=O. Reactants: CC(C)Cc1ccc(C#C[Si](C)(C)C)cc1, Cl[Cu]Cl, O=CC1=Cc2c(F)cc(OS(=O)(=O)C(F)(F)F)cc2OC1, CN(C)C=O, c1ccc(P(c2ccccc2)(c2ccccc2)[Pd](P(c2ccccc2)(c2ccccc2)c2ccccc2)(P(c2ccccc2)(c2ccccc2)c2ccccc2)P(c2ccccc2)(c2ccccc2)c2ccccc2)cc1. Product: CC(C)Cc1ccc(C#Cc2cc(F)c3c(c2)OCC(C=O)=C3)cc1. Reaction SMILES: [CH2:1]([CH:2]([CH3:3])[CH3:4])[c:5]1[cH:6][cH:7][c:8]([C:11]#[C:12][Si:13]([CH3:14])([CH3:15])[CH3:16])[cH:9][cH:10]1.[Cu:43]([Cl:44])[Cl:45].[F:17][C:18]([F:19])([F:20])[S:21]([O:22][c:23]1[cH:24][c:25]([F:35])[c:26]2[c:31]([cH:32]1)[O:30][CH2:29][C:28]([CH:33]=[O:34])=[CH:27]2)(=[O:36])=[O:37].[O:38]=[CH:39][N:40]([CH3:41])[CH3:42].[cH:46]1[cH:47][cH:48][c:49]([P:50]([Pd:51]([P:52]([c:53]2[cH:54][cH:55][cH:56][cH:57][cH:58]2)([c:59]2[cH:60][cH:61][cH:62][cH:63][cH:64]2)[c:65]2[cH:66][cH:67][cH:68][cH:69][cH:70]2)([P:71]([c:72]2[cH:73][cH:74][cH:75][cH:76][cH:77]2)([c:78]2[cH:79][cH:80][cH:81][cH:82][cH:83]2)[c:84]2[cH:85][cH:86][cH:87][cH:88][cH:89]2)[P:90]([c:91]2[cH:92][cH:93][cH:94][cH:95][cH:96]2)([c:97]2[cH:98][cH:99][cH:100][cH:101][cH:102]2)[c:103]2[cH:104][cH:105][cH:106][cH:107][cH:108]2)([c:109]2[cH:110][cH:111][cH:112][cH:113][cH:114]2)[c:115]2[cH:116][cH:117][cH:118][cH:119][cH:120]2)[cH:121][cH:122]1>>[CH2:1]([CH:2]([CH3:3])[CH3:4])[c:5]1[cH:6][cH:7][c:8]([C:11]#[C:12][c:23]2[cH:24][c:25]([F:35])[c:26]3[c:31]([cH:32]2)[O:30][CH2:29][C:28]([CH:33]=[O:34])=[CH:27]3)[cH:9][cH:10]1. As a reaction SMILES: [CH3:1][C:2]1[CH:3]=[CH:4][C:5]([C:21]([NH:23][C:24]2[CH:25]=[C:26]([C:36]([F:39])([F:38])[F:37])[CH:27]=[C:28]([N:30]3[CH:34]=[N:33][C:32]([CH3:35])=[CH:31]3)[CH:29]=2)=[O:22])=[CH:6][C:7]=1[NH:8][C:9]1[N:10]=[CH:11][CH:12]=[C:13]([C:15]2[CH:16]=[CH:17][CH:18]=[N:19][CH:20]=2)[N:14]=1.[C:40]([OH:47])(=[O:46])[CH2:41][CH2:42][C:43]([OH:45])=[O:44]>CC(OC)(C)C>[CH3:1][C:2]1[CH:3]=[CH:4][C:5]([C:21]([NH:23][C:24]2[CH:25]=[C:26]([C:36]([F:38])([F:39])[F:37])[CH:27]=[C:28]([N:30]3[CH:34]=[N:33][C:32]([CH3:35])=[CH:31]3)[CH:29]=2)=[O:22])=[CH:6][C:7]=1[NH:8][C:9]1[N:10]=[CH:11][CH:12]=[C:13]([C:15]2[CH:16]=[CH:17][CH:18]=[N:19][CH:20]=2)[N:14]=1.[C:40]([O-:47])(=[O:46])[CH2:41][CH2:42][C:43]([O-:45])=[O:44] |f:3.4|. Conditions: temperature 5 celsius, time 8 hour. The reactants are CC=1C=CC(=CC1NC=2N=CC=C(N2)C=3C=CC=NC3)C(=O)NC=4C=C(C=C(C4)N5C=C(N=C5)C)C(F)(F)F (Nilotinib), C(CCC(=O)O)(=O)O (succinic acid). Procedure: Nilotinib base (0.300 g, 0.57 mmol) was dissolved in TFE (2 mL) at 40° C. to obtain a mixture. The mixture was stirred and added to a solution of succinic acid (0.033 g, 0.28 mmol) in TFE (1 mL) at 40° C. The resulting clear solution was stirred for about 4 h at 40° C. and the solution was subsequently cooled to 5° C. The mixture was kept at 5° C. overnight and then MTBE (1.5 v/v) was added to the mixture at room temperature leading to precipitation. The precipitate was filtered and the filter c... The product is CC=1C=CC(=CC1NC=2N=CC=C(N2)C=3C=CC=NC3)C(=O)NC=4C=C(C=C(C4)N5C=C(N=C5)C)C(F)(F)F.C(CCC(=O)[O-])(=O)[O-] (Nilotinib succinate). The solvent is CC(C)(C)OC (MTBE). Starting materials: ClC=1C=C2C(=CNC2=CC1)CCNC(C1=CC(=CC=C1)CCl)=O (N-(2-(5-chloro-1H-indol-3-yl)ethyl)-3-(chloromethyl)benzamide), N1N=CC=C1 (pyrazole), [I-].[Na+] (sodium iodide). Solvent: C1CCOC1 (THF). Product: eluent, N1(N=CC=C1)CC=1C=C(C(=O)NCCC2=CNC3=CC=C(C=C23)Cl)C=CC1 (3-((1H-Pyrazol-1-yl)methyl)-N-(2-(5-Chloro-1H-indol-3-yl)ethyl)benzamide). Yield: 99.0%. Reaction SMILES: [Cl:1][C:2]1[CH:3]=[C:4]2[C:8](=[CH:9][CH:10]=1)[NH:7][CH:6]=[C:5]2[CH2:11][CH2:12][NH:13][C:14](=[O:23])[C:15]1[CH:20]=[CH:19][CH:18]=[C:17]([CH2:21]Cl)[CH:16]=1.[NH:24]1[CH:28]=[CH:27][CH:26]=[N:25]1.[I-].[Na+]>C1COCC1>[N:24]1([CH2:21][C:17]2[CH:16]=[C:15]([CH:20]=[CH:19][CH:18]=2)[C:14]([NH:13][CH2:12][CH2:11][C:5]2[C:4]3[C:8](=[CH:9][CH:10]=[C:2]([Cl:1])[CH:3]=3)[NH:7][CH:6]=2)=[O:23])[CH:28]=[CH:27][CH:26]=[N:25]1 |f:2.3|. Procedure details: 3-((1H-Pyrazol-1-yl)methyl)-N-(2-(5-Chloro-1H-indol-3-yl)ethyl)benzamide was prepared following Method C starting from N-(2-(5-chloro-1H-indol-3-yl)ethyl)-3-(chloromethyl)benzamide (0.050 g; 0.144 mmol), pyrazole (0.034 g; 0.5 mmol) and sodium iodide (0.090 g; 0.6 mmol) in THF (3 mL), under a microwave irradiation at 150° C. for 20 minutes. Flash chromatography on silica gel (eluent 0 to 10% methanol in dichloromethane) furnished 0.054 g (99%) of the title compound as a white solid. Reactants: [Br-].C1(=CC=CC=C1)[P+](CC1=C(C(=CC=C1F)F)F)(C1=CC=CC=C1)C1=CC=CC=C1 (triphenyl(2,3,6-trifluorobenzyl)phosphonium bromide), CC(C)([O-])C.[K+] (potassium tert-butoxide), FC1=CC=C(C=C1)N1C(=NC=C1C(=O)OCC)C=O (ethyl 1-(4-fluorophenyl)-2-formyl-1H-imidazole-5-carboxylate). Solvent: C1CCOC1 (THF), C1CCOC1 (THF). Run at time 1 hour. Product: FC1=CC=C(C=C1)N1C(=NC=C1C(=O)OCC)\C=C\C1=C(C(=CC=C1F)F)F ((E)-ethyl 1-(4-fluorophenyl)-2-(2,3,6-trifluorostyryl)-1H-imidazole-5-carboxylate). As a reaction SMILES: [Br-].C1([P+](C2C=CC=CC=2)(C2C=CC=CC=2)[CH2:9][C:10]2[C:15]([F:16])=[CH:14][CH:13]=[C:12]([F:17])[C:11]=2[F:18])C=CC=CC=1.CC(C)([O-])C.[K+].[F:37][C:38]1[CH:43]=[CH:42][C:41]([N:44]2[C:48]([C:49]([O:51][CH2:52][CH3:53])=[O:50])=[CH:47][N:46]=[C:45]2[CH:54]=O)=[CH:40][CH:39]=1>C1COCC1>[F:37][C:38]1[CH:39]=[CH:40][C:41]([N:44]2[C:48]([C:49]([O:51][CH2:52][CH3:53])=[O:50])=[CH:47][N:46]=[C:45]2/[CH:54]=[CH:9]/[C:10]2[C:15]([F:16])=[CH:14][CH:13]=[C:12]([F:17])[C:11]=2[F:18])=[CH:42][CH:43]=1 |f:0.1,2.3|. Reported procedure: To a solution of triphenyl(2,3,6-trifluorobenzyl)phosphonium bromide (428 mg, 0.88 mmol) in THF at 0° C. was added potassium tert-butoxide (99 mg, 0.88 mmol). After the reaction was stirred for 1 h, it was warmed to room temperature and a solution of ethyl 1-(4-fluorophenyl)-2-formyl-1H-imidazole-5-carboxylate (16) (210 mg, 0.80) in THF (1 mL) was added. The mixture was refluxed for 6 h, cooled to room temperature, filtered, and concentrated in vacuo. The residue was purified by flash column chr... Reactants: C1CCOC1, CN1C(=O)c2ccccc2C1=O, COc1ccc(C[Mg+])cc1, [Cl-]. Product: CNC(=O)c1ccccc1C(=O)Cc1ccc(OC)cc1. RXN SMILES: [CH2:24]1[O:25][CH2:26][CH2:27][CH2:28]1.[CH3:12][N:13]1[C:14](=[O:23])[c:15]2[cH:16][cH:17][cH:18][cH:19][c:20]2[C:21]1=[O:22].[CH3:2][O:3][c:4]1[cH:5][cH:6][c:7]([CH2:8][Mg+:9])[cH:10][cH:11]1.[Cl-:1]>>[CH3:2][O:3][c:4]1[cH:5][cH:6][c:7]([CH2:8][C:21]([c:20]2[c:15]([C:14]([NH:13][CH3:12])=[O:23])[cH:16][cH:17][cH:18][cH:19]2)=[O:22])[cH:10][cH:11]1.